describe an organic reaction: reactants, conditions, products, and yield From a dataset of the Open Reaction Database (ORD), a public repository of structured organic reaction records. RXN SMILES: [CH2:1]([NH2:19])[CH2:2][CH2:3][CH2:4][CH2:5][CH2:6][CH2:7][CH2:8][CH2:9][CH2:10][CH2:11][CH2:12][CH2:13][CH2:14][CH2:15][CH2:16][CH2:17][CH3:18].COCCCO[CH2:26][CH2:27][CH2:28]OC.[C:31]([O-])(=O)[CH3:32].[Na+].[N:36]1[C:43](Cl)=[N:42][C:40](Cl)=[N:39][C:37]=1Cl>CC(O)C.C(O)(=O)C>[CH2:1]([NH:19][C:37]1[N:39]=[C:40]([NH:19][CH2:1][CH2:2][CH2:3][CH2:4][CH2:5][CH2:6][CH2:7][CH2:8][CH2:9][CH2:10][CH2:11][CH2:12][CH2:13][CH2:14][CH2:15][CH2:16][CH2:17][CH3:18])[N:42]=[C:43]([NH:19][CH2:1][CH2:2][CH2:3][CH2:4][CH2:5][CH2:6][CH2:7][CH2:8][CH2:9][CH2:10][CH2:11][CH2:12][CH2:13][CH2:31][CH2:32][CH2:28][CH2:27][CH3:26])[N:36]=1)[CH2:2][CH2:3][CH2:4][CH2:5][CH2:6][CH2:7][CH2:8][CH2:9][CH2:10][CH2:11][CH2:12][CH2:13][CH2:14][CH2:15][CH2:16][CH2:17][CH3:18] |f:2.3|. Run at temperature 85 celsius. Run in CC(C)O (2-Propanol), C(C)(=O)O (acetic acid). Starting materials: C(CCCCCCCCCCCCCCCCC)N (octadecylamine), COCCCOCCCOC (di(propylene glycol) dimethyl ether), C(C)(=O)[O-].[Na+] (sodium acetate), N1=C(Cl)N=C(Cl)N=C1Cl (cyanuric chloride). Reported procedure: Under a nitrogen atmosphere, a mixture of octadecylamine (389 grams, 1.44 mol), di(propylene glycol) dimethyl ether (1.50 liters), sodium acetate (134 grams, 1.63 mol), and cyanuric chloride (88.4 grams, 0.479 mol) was stirred for thirty minutes and then heated to 85° C. for two hours. The reaction mixture was heated to 155° C. at which temperature acetic acid was allowed to reflux out of the reaction mixture. The reaction mixture was heated to 170° C. for sixteen hours. 2-Propanol (1.60 liters)... Yields the product C(CCCCCCCCCCCCCCCCC)NC1=NC(=NC(=N1)NCCCCCCCCCCCCCCCCCC)NCCCCCCCCCCCCCCCCCC (N,N′,N″-trioctadecyl-1,3,5-triazine-2,4,6-triamine).